Dataset: the Open Reaction Database (ORD), a public repository of structured organic reaction records. Task: describe an organic reaction: reactants, conditions, products, and yield Reactants: Cc1nc(-c2ccc(C(F)(F)F)cc2)ccc1CO, ClCCl, O, O=S(Cl)Cl. Product: Cc1nc(-c2ccc(C(F)(F)F)cc2)ccc1CCl. Reaction SMILES: [CH3:1][c:2]1[n:3][c:4](-[c:10]2[cH:11][cH:12][c:13]([C:16]([F:17])([F:18])[F:19])[cH:14][cH:15]2)[cH:5][cH:6][c:7]1[CH2:8][OH:9].[Cl:25][CH2:26][Cl:27].[OH2:24].[S:20]([Cl:21])([Cl:22])=[O:23]>>[CH3:1][c:2]1[n:3][c:4](-[c:10]2[cH:11][cH:12][c:13]([C:16]([F:17])([F:18])[F:19])[cH:14][cH:15]2)[cH:5][cH:6][c:7]1[CH2:8][Cl:22]. Reactants: BrC1=C2C=CNC2=CC(=C1)OC (4-bromo-6-methoxy-indole), C(C=CC1=CC=CC=C1)(=O)OCC (ethyl cinnamate), TEA. The reagents and catalysts are CC(=O)[O-].CC(=O)[O-].[Pd+2] (Pd(OAc)2). Solvent: C(Cl)Cl (DCM). Run at temperature 100 celsius. Yields the product C(C)OC(C=C(C1=CC=CC=C1)C1=C2C=CNC2=CC(=C1)OC)=O (3-(6-methoxy-1H-Indol-4-yl)-3-phenyl-acrylic acid ethyl ester), solid. Yield: 34.0%. As a reaction SMILES: Br[C:2]1[CH:10]=[C:9]([O:11][CH3:12])[CH:8]=[C:7]2[C:3]=1[CH:4]=[CH:5][NH:6]2.[C:13]([O:23][CH2:24][CH3:25])(=[O:22])[CH:14]=[CH:15][C:16]1[CH:21]=[CH:20][CH:19]=[CH:18][CH:17]=1>C(Cl)Cl.CC([O-])=O.CC([O-])=O.[Pd+2]>[CH2:24]([O:23][C:13](=[O:22])[CH:14]=[C:15]([C:2]1[CH:10]=[C:9]([O:11][CH3:12])[CH:8]=[C:7]2[C:3]=1[CH:4]=[CH:5][NH:6]2)[C:16]1[CH:21]=[CH:20][CH:19]=[CH:18][CH:17]=1)[CH3:25] |f:3.4.5|. Reported procedure: A mixture of 4-bromo-6-methoxy-indole CXIV (920 mg, 4.1 mmol), ethyl cinnamate (1.03 ml, 6.1 mmol), TEA (850 μl, 6.1 mmol), Pd(OAc)2 (46 mg, 0.20 mmol) and (o-Tol)3P (120 mg, 0.41 mmol) was heated in a sealed vial to 100° C. for 27 hours; The reaction mixture was cooled to room temperature, diluted with DCM, and the mixture was filtered through celite. The filtrate was concentrated and purified via flash chromatography (hexane/EtOAc) to afford 3-(6-methoxy-1H-Indol-4-yl)-3-phenyl-acrylic acid et... Reactants: N(C(=O)C)C1=C(C=CC=C1)CC(=O)O (2-(acetamino)phenylacetic acid), NC=1C(N(C(N(C1N)CCC1=CC=CC=C1)=O)CCC)=O (5,6-diamino-1-(2-phenylethyl)-3-propyluracil). Yields the product N(C(=O)C)C1=C(CC2=NC=3N(C(N(C(C3N2)=O)CCC)=O)CCC2=CC=CC=C2)C=CC=C1 (8-(2-acetaminobenzyl)-3-(2-phenylethyl)-1-propylxanthine). RXN SMILES: [NH:1]([C:5]1[CH:10]=[CH:9][CH:8]=[CH:7][C:6]=1[CH2:11][C:12](O)=O)[C:2]([CH3:4])=[O:3].[NH2:15][C:16]1[C:17](=[O:35])[N:18]([CH2:32][CH2:33][CH3:34])[C:19](=[O:31])[N:20]([CH2:23][CH2:24][C:25]2[CH:30]=[CH:29][CH:28]=[CH:27][CH:26]=2)[C:21]=1[NH2:22]>>[NH:1]([C:5]1[CH:10]=[CH:9][CH:8]=[CH:7][C:6]=1[CH2:11][C:12]1[NH:15][C:16]2[C:17](=[O:35])[N:18]([CH2:32][CH2:33][CH3:34])[C:19](=[O:31])[N:20]([CH2:23][CH2:24][C:25]3[CH:26]=[CH:27][CH:28]=[CH:29][CH:30]=3)[C:21]=2[N:22]=1)[C:2]([CH3:4])=[O:3]. Reported procedure: By the method of Example 2, 2-(acetamino)phenylacetic acid is reacted with 5,6-diamino-1-(2-phenylethyl)-3-propyluracil to yield 8-(2-acetaminobenzyl)-3-(2-phenylethyl)-1-propylxanthine. By methods well known in the art, 8-(2-acetaminobenzyl)-3-(2-phenylethyl)-1-propylxanthine is hydrolyzed with base to yield 8-(2-aminobenzyl)-3-(2-phenylethyl)-1-propylxanthine. In turn, 5,6-diamino-1-(2-(phenylethyl)-3-propyluracil is made by the synthetic methods of Example 1, starting with phenethylamine hydr...